This data is from the Open Reaction Database (ORD), a public repository of structured organic reaction records. The task is: describe an organic reaction: reactants, conditions, products, and yield Starting materials: ClC1=NC=2CCCC(C2C=C1)=O (2-chloro-7,8-dihydroquinolin-5(6H)-one), C[Mg]Cl (methylmagnesium chloride), C[Mg]Cl (methylmagnesium chloride). The solvent is O1CCCC1 (tetrahydrofuran). Product: ClC1=NC=2CCCC(C2C=C1)(O)C (2-chloro-5-methyl-5,6,7,8-tetrahydroquinolin-5-ol). RXN SMILES: [Cl:1][C:2]1[CH:11]=[CH:10][C:9]2[C:8](=[O:12])[CH2:7][CH2:6][CH2:5][C:4]=2[N:3]=1.[CH3:13][Mg]Cl>O1CCCC1>[Cl:1][C:2]1[CH:11]=[CH:10][C:9]2[C:8]([CH3:13])([OH:12])[CH2:7][CH2:6][CH2:5][C:4]=2[N:3]=1. Procedure details: To a solution of 2-chloro-7,8-dihydroquinolin-5(6H)-one (500 mg, 2.75 mmol) in tetrahydrofuran (20 mL) at 0° C. was added methylmagnesium chloride (3.0 M in tetrahydrofuran, 0.92 ml, 2.8 mmol) over 2 minutes dropwise. Additional methylmagnesium chloride (3.0 M in tetrahydrofuran) were added at the following time intervals after the initial addition: 40 minutes (0.46 ml, 1.4 mmol); 60 minutes (0.46 ml, 1.4 mmol); and 120 minutes (0.92 ml, 2.8 mmol). At 1 hour after the final addition, the reactio...